This data is from the Open Reaction Database (ORD), a public repository of structured organic reaction records. The task is: describe an organic reaction: reactants, conditions, products, and yield Starting materials: intermediate 101.4, C1(CCCCC1)C=1SC2=C(N1)C(C(=CC2=O)NCCN(C)C)=O (2-cyclohexyl-5-{[2-(dimethylamino)ethyl]amino}-1,3-benzothiazole-4,7-dione), replacing intermediate 15.3, CN(CCN)C (N,N-dimethylethylene diamine). Product: C1(CCCCC1)C=1SC2=C(N1)C(C=C(C2=O)NCCN(C)C)=O (2-cyclohexyl-6-{[2-(dimethylamino)ethyl]amino}-1,3-benzothiazole-4,7-dione). RXN SMILES: [CH3:1][N:2]([CH3:6])[CH2:3][CH2:4][NH2:5].[CH:7]1([C:13]2[S:14][C:15]3[C:21](=[O:22])[CH:20]=[C:19](NCCN(C)C)[C:18](=[O:29])[C:16]=3[N:17]=2)[CH2:12][CH2:11][CH2:10][CH2:9][CH2:8]1>>[CH:7]1([C:13]2[S:14][C:15]3[C:21](=[O:22])[C:20]([NH:5][CH2:4][CH2:3][N:2]([CH3:6])[CH3:1])=[CH:19][C:18](=[O:29])[C:16]=3[N:17]=2)[CH2:8][CH2:9][CH2:10][CH2:11][CH2:12]1. Procedure: The experimental protocol used is identical to that described for Stage 15.4 of Example 15, intermediate 101.4 replacing intermediate 15.3 and N,N-dimethylethylene diamine replacing aniline. A mixture of 80% and 9% of 2-cyclohexyl-5-{[2-(dimethylamino)ethyl]amino}-1,3-benzothiazole-4,7-dione and of 2-cyclohexyl-6-{[2-(dimethylamino)ethyl]amino}-1,3-benzothiazole-4,7-dione is obtained. Reactants: C1(=CC=CC=C1)P(C1=CC=CC=C1)C1=CC=CC=C1 (triphenylphosphine), C1(CCCC1)/C=C(/C(=O)O)\C1=CC(=C(C=C1)S(=O)(=O)C)Br ((E)-3-cyclopentyl-2-[3-bromo-4-(methanesulfonyl)-phenyl]-acrylic acid), NC=1SC=CN1 (2-aminothiazole), BrN1C(CCC1=O)=O (N-bromosuccinimide). The solvent is C(Cl)Cl (methylene chloride), C(Cl)Cl (methylene chloride). Run at temperature 0 celsius, time 30 minute. The product is hexanes ethyl acetate, BrC=1C=C(C=CC1S(=O)(=O)C)/C(/C(=O)NC=1SC=CN1)=C\C1CCCC1 ((E)-2-(3-bromo-4-methanesulfonyl-phenyl)-3-cyclopentyl-N-thiazol-2-yl-acrylamide). The yield is 17.5%. RXN SMILES: C1(P(C2C=CC=CC=2)C2C=CC=CC=2)C=CC=CC=1.BrN1C(=O)CCC1=O.[CH:28]1(/[CH:33]=[C:34](\[C:38]2[CH:43]=[CH:42][C:41]([S:44]([CH3:47])(=[O:46])=[O:45])=[C:40]([Br:48])[CH:39]=2)/[C:35]([OH:37])=O)[CH2:32][CH2:31][CH2:30][CH2:29]1.[NH2:49][C:50]1[S:51][CH:52]=[CH:53][N:54]=1>C(Cl)Cl>[Br:48][C:40]1[CH:39]=[C:38](/[C:34](=[CH:33]\[CH:28]2[CH2:29][CH2:30][CH2:31][CH2:32]2)/[C:35]([NH:49][C:50]2[S:51][CH:52]=[CH:53][N:54]=2)=[O:37])[CH:43]=[CH:42][C:41]=1[S:44]([CH3:47])(=[O:46])=[O:45]. Procedure details: A solution of triphenylphosphine (467 mg, 1.78 mmol) in methylene chloride (8 mL) was cooled to 0° C. and then treated with N-bromosuccinimide (317 mg, 1.78 mmol). The reaction mixture was stirred at 0° C. for 30 min and then treated with a solution (E)-3-cyclopentyl-2-[3-bromo-4-(methanesulfonyl)-phenyl]-acrylic acid (334 mg, 0.89 mmol) in methylene chloride (4 mL). The reaction mixture was stirred for 15 min at 0° C. and then allowed to warm to 25° C. where it was stirred for 1.5 h. The reacti... The reactants are C(C)C(C=CCN)=CC (4-ethyl-2,4-hexadien-1-ylamine), C(C)(=O)OC(C)=O (acetic anhydride). Solvent: ClCCl (dichloromethane). Run at time 1 hour. Yields the product C(C)(=O)NCC=CC(=CC)CC (1-acetylamino-4-ethyl-2,4-hexadiene). The yield is 44.6%. Reaction SMILES: [CH2:1]([C:3](=[CH:8][CH3:9])[CH:4]=[CH:5][CH2:6][NH2:7])[CH3:2].[C:10](OC(=O)C)(=[O:12])[CH3:11]>ClCCl>[C:10]([NH:7][CH2:6][CH:5]=[CH:4][C:3]([CH2:1][CH3:2])=[CH:8][CH3:9])(=[O:12])[CH3:11]. Procedure: A mixture of N-(4-ethyl-2,4-hexadien-1-yl)phthalimide (500 mg), hydrazine monohydrate (147 mg), and ethanol (5 ml) was refluxed for 40 minutes under nitrogen atmosphere. After cooling, the precipitate was filtered and washed with ethanol. Evaporation of the filtrate gave a crystalline residue which was dissolved in 1N sodium hydroxide solution and extracted with dichloromethane. The organic extract was washed with water and brine, dried over anhydrous sodium sulfate, and evaporated to give 4-eth... The solvent is C(Cl)(Cl)Cl (CHCl3), C1=CC=CC=C1 (benzene). Starting materials: ClC1=CC(=NO1)C(=O)O (5-chloroisoxazole-3-carboxylic acid), S(=O)(Cl)Cl (thionyl chloride). Yields the product ClC1=CC(=NO1)C(=O)Cl (5-Chloroisoxazole-3-carbonyl Chloride). Reported procedure: A solution of 5-chloroisoxazole-3-carboxylic acid (0.750 g, 4.32 mmol, 1 equiv) and thionyl chloride (9.0 mL, 120 mmol, 28 equiv) in CHCl3 (21 mL) was heated to reflux for 28 h. The volatiles were evaporated to provide a residue which was dissolved in benzene (40 mL), which was subsequently evaporated to give the title intermediate as a yellow oil which was used without further purification. Reaction SMILES: [Cl:1][C:2]1[O:6][N:5]=[C:4]([C:7]([OH:9])=O)[CH:3]=1.S(Cl)([Cl:12])=O>C(Cl)(Cl)Cl.C1C=CC=CC=1>[Cl:1][C:2]1[O:6][N:5]=[C:4]([C:7]([Cl:12])=[O:9])[CH:3]=1.